This data is from the Open Reaction Database (ORD), a public repository of structured organic reaction records. The task is: describe an organic reaction: reactants, conditions, products, and yield Reactants: CCOC(=O)c1nn2c(c1OCc1ccccc1)C(=O)N(C)CC2C(=O)O, O=C(Cl)C(=O)Cl, ClCCl, CN(C)C=O. Product: CCOC(=O)c1nn2c(c1OCc1ccccc1)C(=O)N(C)CC2C(=O)Cl. As a reaction SMILES: [CH2:1]([c:2]1[cH:3][cH:4][cH:5][cH:6][cH:7]1)[O:8][c:9]1[c:10]([C:23](=[O:24])[O:25][CH2:26][CH3:27])[n:11][n:12]2[c:13]1[C:14](=[O:22])[N:15]([CH3:21])[CH2:16][CH:17]2[C:18](=[O:19])[OH:20].[Cl:28][C:29]([C:30]([Cl:31])=[O:32])=[O:33].[Cl:34][CH2:35][Cl:36].[O:37]=[CH:38][N:39]([CH3:40])[CH3:41]>>[CH2:1]([c:2]1[cH:3][cH:4][cH:5][cH:6][cH:7]1)[O:8][c:9]1[c:10]([C:23](=[O:24])[O:25][CH2:26][CH3:27])[n:11][n:12]2[c:13]1[C:14](=[O:22])[N:15]([CH3:21])[CH2:16][CH:17]2[C:18](=[O:19])[Cl:28]. As a reaction SMILES: [CH3:20][CH2:21][OH:22].[OH:1][CH:2]([CH:3]1[C:4](=[O:11])[CH2:5][CH2:6][CH2:7][CH2:8][CH2:9][CH2:10]1)[c:12]1[cH:13][c:14]([O:18][CH3:19])[cH:15][cH:16][cH:17]1>>[CH2:2]([CH:3]1[C:4](=[O:11])[CH2:5][CH2:6][CH2:7][CH2:8][CH2:9][CH2:10]1)[c:12]1[cH:13][c:14]([O:18][CH3:19])[cH:15][cH:16][cH:17]1. Product: COc1cccc(CC2CCCCCCC2=O)c1. The reactants are CCO, COc1cccc(C(O)C2CCCCCCC2=O)c1. The reactants are C(C)[Mg]Br (ethylmagnesium bromide), O (Water), C(C)(C)(C)OC(=O)N1C(C=2N(CC1)C(=NC2I)CC)CCC2=CC=C(C=C2)C(F)(F)F (3-ethyl-1-iodo-8-[2-(4-trifluoromethyl-phenyl)-ethyl]-5,6-dihydro-8H-imidazo[1,5-a]pyrazine-7-carboxylic acid tert-butyl ester), C(=O)=O (carbon dioxide). Solvent: C1CCOC1 (THF), CC(OCC)=O (EA), C1CCOC1 (THF). Product: C(C)(C)(C)OC(=O)N1C(C=2N(CC1)C(=NC2C(=O)O)CC)CCC2=CC=C(C=C2)C(F)(F)F (3-ethyl-8-[2-(4-trifluoromethyl-phenyl)-ethyl]-5,6-dihydro-8H-imidazo[1,5-a]pyrazine-1,7-dicarboxylic acid 7-tert-butyl ester). Reaction SMILES: [C:1]([O:5][C:6]([N:8]1[CH2:13][CH2:12][N:11]2[C:14]([CH2:18][CH3:19])=[N:15][C:16](I)=[C:10]2[CH:9]1[CH2:20][CH2:21][C:22]1[CH:27]=[CH:26][C:25]([C:28]([F:31])([F:30])[F:29])=[CH:24][CH:23]=1)=[O:7])([CH3:4])([CH3:3])[CH3:2].C([Mg]Br)C.[C:36](=[O:38])=[O:37].O>C1COCC1.CC(=O)OCC>[C:1]([O:5][C:6]([N:8]1[CH2:13][CH2:12][N:11]2[C:14]([CH2:18][CH3:19])=[N:15][C:16]([C:36]([OH:38])=[O:37])=[C:10]2[CH:9]1[CH2:20][CH2:21][C:22]1[CH:27]=[CH:26][C:25]([C:28]([F:31])([F:30])[F:29])=[CH:24][CH:23]=1)=[O:7])([CH3:4])([CH3:3])[CH3:2]. Procedure details: To a cooled (−30° C.) solution of 3-ethyl-1-iodo-8-[2-(4-trifluoromethyl-phenyl)-ethyl]-5,6-dihydro-8H-imidazo[1,5-a]pyrazine-7-carboxylic acid tert-butyl ester (500 mg; 0.910 mmol) in anhydrous THF (10 ml) was added dropwise 1M ethylmagnesium bromide in THF (2.0 ml; 2 mmol). The resulting colorless suspension was allowed to warm-up to rt in 30 min., and was again cooled to −35° C. before continuous injection of carbon dioxide during 2 h. Water and EA were then added, and the resulting reaction ... The reactants are N1=CC(=CC=C1)C1NC2CCC1CC2 ((+/-)-3-(3-pyridyl)-2-azabicyclo[2.2.2]octane), C(\C=C\C(=O)O)(=O)O (fumaric acid). The solvent is C(C)O (ethanol). Yields the product C(\C=C\C(=O)O)(=O)O.N1=CC(=CC=C1)C1NC2CCC1CC2 ((+/-)-3-(3-pyridyl)-2-azabicyclo[2.2.2]octane fumarate). The yield is 96.5%. As a reaction SMILES: [N:1]1[CH:6]=[CH:5][CH:4]=[C:3]([CH:7]2[CH:12]3[CH2:13][CH2:14][CH:9]([CH2:10][CH2:11]3)[NH:8]2)[CH:2]=1.[C:15]([OH:22])(=[O:21])/[CH:16]=[CH:17]/[C:18]([OH:20])=[O:19]>C(O)C>[C:15]([OH:22])(=[O:21])/[CH:16]=[CH:17]/[C:18]([OH:20])=[O:19].[N:1]1[CH:6]=[CH:5][CH:4]=[C:3]([CH:7]2[CH:12]3[CH2:13][CH2:14][CH:9]([CH2:10][CH2:11]3)[NH:8]2)[CH:2]=1 |f:3.4|. Procedure: To a solution of compound (XIII) (100 mg, 0.531 mmol) in absolute ethanol (5 mL) was added fumaric acid (124 mg, 1.062 mmol). The resulting suspension was sonicated until complete dissolution occurred. The solvent was removed on rotary evaporator to give a colorless syrup which was crystallized from absolute ethanol to yield 156 mg (70%) of compound (XIV). Mp=180° C. (decomposition). 1H NMR(D2O, TSP): δ 8.80 (br s,2H), 8.40(d, 1H),7.95, (s, 1H),6.70 (s,2H), 5.08 (s, 1H), 4.21 (s, 1H), 3.08 (s, 1... Reactants: FC([C@@H](OC1=C(C(=O)O)C=CC=C1)C)(F)F (2-((S)-2,2,2-trifluoro-1-methyl-ethoxy)-benzoic acid), CN(C)C(=[N+](C)C)ON1C2=C(C=CC=C2)N=N1.[B-](F)(F)(F)F (TBTU), C(C)N(C(C)C)C(C)C (N-ethyldiisopropylamine), O1CCC(CC1)C=1C=C2CNCC2=CC1 (5-(tetrahydro-pyran-4-yl)-2,3-dihydro-1H-isoindole). Solvent: CN(C)C=O (DMF). Reaction conditions: time 8 hour. The product is O1CCC(CC1)C=1C=C2CN(CC2=CC1)C(=O)C1=C(C=CC=C1)O[C@H](C(F)(F)F)C ([5-(Tetrahydro-pyran-4-yl)-1,3-dihydro-isoindol-2-yl]-[2-((S)-2,2,2-trifluoro-1-methyl-ethoxy)-phenyl]-methanone). The yield is 94.1%. Reaction SMILES: [F:1][C:2]([F:16])([F:15])[C@H:3]([CH3:14])[O:4][C:5]1[CH:13]=[CH:12][CH:11]=[CH:10][C:6]=1[C:7]([OH:9])=O.CN(C(ON1N=NC2C=CC=CC1=2)=[N+](C)C)C.[B-](F)(F)(F)F.C(N(C(C)C)C(C)C)C.[O:48]1[CH2:53][CH2:52][CH:51]([C:54]2[CH:55]=[C:56]3[C:60](=[CH:61][CH:62]=2)[CH2:59][NH:58][CH2:57]3)[CH2:50][CH2:49]1>CN(C=O)C>[O:48]1[CH2:53][CH2:52][CH:51]([C:54]2[CH:55]=[C:56]3[C:60](=[CH:61][CH:62]=2)[CH2:59][N:58]([C:7]([C:6]2[CH:10]=[CH:11][CH:12]=[CH:13][C:5]=2[O:4][C@@H:3]([CH3:14])[C:2]([F:1])([F:16])[F:15])=[O:9])[CH2:57]3)[CH2:50][CH2:49]1 |f:1.2|. Procedure details: To a solution of 0.9 g (3.8 mmol) 2-((S)-2,2,2-trifluoro-1-methyl-ethoxy)-benzoic acid in 9 ml DMF under argon at room temperature, was added 1.4 g (4.2 mmol) TBTU, 3.3 ml (19.2 mmol) N-ethyldiisopropylamine and finally 0.8 g (3.8 mmol) 5-(tetrahydro-pyran-4-yl)-2,3-dihydro-1H-isoindole (CAS: 905274-50-2). The mixture was stirred at room temperature overnight. The solvent was removed in vacuo. The residue was dissolved in ethyl acetate. The solution was washed twice with water and twice with sat... The reactants are NC(CNC(=O)C1=NC(=C2N=CN(C2=N1)[C@H]1[C@@H]([C@@H]([C@H](C1)N1N=CC(=C1)CO)O)O)NCC(C1=CC=CC=C1)C1=CC=CC=C1)(C)C (9-[(1R,2S,3R,4S)-2,3-dihydroxy-4-(4-hydroxymethyl-pyrazol-1-yl)-cyclopentyl]-6-(2,2-diphenyl-ethylamino)-9H-purine-2-carboxylic acid (2-amino-2-methyl-propyl)-amide), FC(C(=O)O)(F)F.O[C@H]1[C@@H](C[C@@H]([C@H]1O)N1N=CC(=C1)C)N1C2=NC(=NC(=C2N=C1)NCC(C1=CC=CC=C1)C1=CC=CC=C1)NC1CCC(CC1)NC(=O)NC1CCN(CC1)C1=NC=CC=C1 (1-{4-[9-[(1R,2S,3R,4S)-2,3-Dihydroxy-4-(4-methyl-pyrazol-1-yl)-cyclopentyl]-6-(2,2-diphenyl-ethylamino)-9H-purin-2-ylamino]-cyclohexyl}-3-(3,4,5,6-tetrahydro-2H-[1,2′]bipyridinyl-4-yl)-urea Trifluoroacetate). The product is FC(C(=O)O)(F)F.CC(CNC(=O)C1=NC(=C2N=CN(C2=N1)[C@H]1[C@@H]([C@@H]([C@H](C1)N1N=CC(=C1)CO)O)O)NCC(C1=CC=CC=C1)C1=CC=CC=C1)(C)NC(=O)NC1CCN(CC1)C1=NC=CC=C1 (9-[(1R,2S,3R,4S)-2,3-Dihydroxy-4-(4-hydroxymethyl-pyrazol-1-yl)-cyclopentyl]-6-(2,2-diphenyl-ethylamino)-9H-purine-2-carboxylic acid {2-methyl-2-[3-(3,4,5,6-tetrahydro-2H-[1,2′]bipyridinyl-4-yl)-ureido]-propyl}-amide trifluoroacetate). Reaction SMILES: [NH2:1][C:2]([CH3:46])([CH3:45])[CH2:3][NH:4][C:5]([C:7]1[N:15]=[C:14]2[C:10]([N:11]=[CH:12][N:13]2[C@@H:16]2[CH2:20][C@H:19]([N:21]3[CH:25]=[C:24]([CH2:26][OH:27])[CH:23]=[N:22]3)[C@@H:18]([OH:28])[C@H:17]2[OH:29])=[C:9]([NH:30][CH2:31][CH:32]([C:39]2[CH:44]=[CH:43][CH:42]=[CH:41][CH:40]=2)[C:33]2[CH:38]=[CH:37][CH:36]=[CH:35][CH:34]=2)[N:8]=1)=[O:6].[F:47][C:48]([F:53])([F:52])[C:49]([OH:51])=[O:50].O[C@@H]1[C@H](O)[C@@H](N2C=C(C)C=N2)C[C@H]1N1C=NC2C1=NC(NC1CCC(N[C:99]([NH:101][CH:102]3[CH2:107][CH2:106][N:105]([C:108]4[CH:113]=[CH:112][CH:111]=[CH:110][N:109]=4)[CH2:104][CH2:103]3)=[O:100])CC1)=NC=2NCC(C1C=CC=CC=1)C1C=CC=CC=1>>[F:47][C:48]([F:53])([F:52])[C:49]([OH:51])=[O:50].[CH3:45][C:2]([NH:1][C:99]([NH:101][CH:102]1[CH2:103][CH2:104][N:105]([C:108]2[CH:113]=[CH:112][CH:111]=[CH:110][N:109]=2)[CH2:106][CH2:107]1)=[O:100])([CH3:46])[CH2:3][NH:4][C:5]([C:7]1[N:15]=[C:14]2[C:10]([N:11]=[CH:12][N:13]2[C@@H:16]2[CH2:20][C@H:19]([N:21]3[CH:25]=[C:24]([CH2:26][OH:27])[CH:23]=[N:22]3)[C@@H:18]([OH:28])[C@H:17]2[OH:29])=[C:9]([NH:30][CH2:31][CH:32]([C:39]2[CH:40]=[CH:41][CH:42]=[CH:43][CH:44]=2)[C:33]2[CH:34]=[CH:35][CH:36]=[CH:37][CH:38]=2)[N:8]=1)=[O:6] |f:1.2,3.4|. Procedure: This compound is prepared from 9-[(1R,2S,3R,4S)-2,3-dihydroxy-4-(4-hydroxymethyl-pyrazol-1-yl)-cyclopentyl]-6-(2,2-diphenyl-ethylamino)-9H-purine-2-carboxylic acid (2-amino-2-methyl-propyl)-amide (first step a) using a procedure analogous to that of 1-{4-[9-[(1R,2S,3R,4S)-2,3-dihydroxy-4-(4-methyl-pyrazol-1-yl)-cyclopentyl]-6-(2,2-diphenyl-ethylamino)-9H-purin-2-ylamino]-cyclohexyl}-3-(3,4,5,6-tetrahydro-2H-[1,2′]bipyridinyl-4-yl)-urea trifluoroacetate (Example 42). MS (ES+) m/e 829 (MH+)